This data is from the Open Reaction Database (ORD), a public repository of structured organic reaction records. The task is: describe an organic reaction: reactants, conditions, products, and yield Reactants: CCc1nc(NC2c3ccccc3CC2O)c(CC)nc1Br, CCc1ncc(C2CC2)nc1NC1c2ccccc2CC1O. The product is CCc1nc(Br)c(C2CC2)nc1NC1c2ccccc2CC1O. RXN SMILES: [Br:1][c:2]1[n:3][c:4]([CH2:21][CH3:22])[c:5]([NH:10][CH:11]2[CH:12]([OH:20])[CH2:13][c:14]3[cH:15][cH:16][cH:17][cH:18][c:19]32)[n:6][c:7]1[CH2:8][CH3:9].[CH:23]1([c:24]2[n:25][c:26]([NH:27][CH:28]3[c:29]4[c:30]([cH:31][cH:32][cH:33][cH:34]4)[CH2:35][CH:36]3[OH:37])[c:38]([CH2:39][CH3:40])[n:41][cH:42]2)[CH2:43][CH2:44]1>>[Br:1][c:2]1[n:3][c:4]([CH2:21][CH3:22])[c:5]([NH:10][CH:11]2[CH:12]([OH:20])[CH2:13][c:14]3[cH:15][cH:16][cH:17][cH:18][c:19]32)[n:6][c:7]1[CH:8]1[CH2:9][CH2:23]1.